The task is: describe an organic reaction: reactants, conditions, products, and yield. This data is from the Open Reaction Database (ORD), a public repository of structured organic reaction records. The reactants are Cl (hydrochloric acid), BrC=1C=C2C=C(C(OC2=C(C1)Br)=O)C1=CC=C(C=C1)OC (6,8-Dibromo-3-(4-methoxy-phenyl)-chromen-2-one), CN(C)C=O (DMF), C(C)(C)NC(C)C (diisopropylamin), C(#CCC)O (butyne-1-ol), CN(C)C=O (DMF). The reagents and catalysts are [Cu]I (copper(1)iodide), CC#N.CC#N.Cl[Pd]Cl (bis(acetonitril)palladium(II) chloride). Solvent: O (water). Conditions: temperature 80 celsius, time 8 hour. The product is OCCC#CC=1C=C2C=C(C(OC2=C(C1)C#CCCO)=O)C1=CC=C(C=C1)OC (6,8-Bis-(4-hydroxy-but-1-ynyl)-3-(4-methoxy-phenyl)-chromen-2-one). As a reaction SMILES: Br[C:2]1[CH:3]=[C:4]2[C:9](=[C:10](Br)[CH:11]=1)[O:8][C:7](=[O:13])[C:6]([C:14]1[CH:19]=[CH:18][C:17]([O:20][CH3:21])=[CH:16][CH:15]=1)=[CH:5]2.[CH:22](NC(C)C)([CH3:24])[CH3:23].[C:29]([OH:33])#[C:30][CH2:31][CH3:32].Cl.CN([CH:38]=[O:39])C>[Cu]I.CC#N.CC#N.Cl[Pd]Cl.O>[OH:33][CH2:29][CH2:30][C:31]#[C:32][C:2]1[CH:3]=[C:4]2[C:9](=[C:10]([C:23]#[C:22][CH2:24][CH2:38][OH:39])[CH:11]=1)[O:8][C:7](=[O:13])[C:6]([C:14]1[CH:19]=[CH:18][C:17]([O:20][CH3:21])=[CH:16][CH:15]=1)=[CH:5]2 |f:6.7.8|. Procedure: 6,8-Dibromo-3-(4-methoxy-phenyl)-chromen-2-one (30.8 g, 75.1 mmol), copper(1)iodide (1.50 g, 7.88 mmol) and bis(acetonitril)palladium(II) chloride (5.00 g, 7.12 mmol) are dissolved in 300 ml DMF and 50 ml diisopropylamin at 70° C., and a solution of butyne-1-ol (20.0 g, 285 mmol) in 50 ml DMF is added dropwise within 30 min. The reaction mixture is stirred overnight at 80° C., then poured onto 300 ml water and acidified with 2 N hydrochloric acid. The precipitated product is filtered by vacuum, ... The reactants are ClC1=C(C(=CC(=C1)Cl)Cl)[N+](=O)[O-] (2,4,6-trichloronitrobenzene), C(C)N(CCN)CC (N,N-diethylethylenediamine). The solvent is ice. Reaction conditions: temperature 60 celsius, time 30 minute. Yields the product ClC1=CC(=C(C(=C1)NCCN(CC)CC)[N+](=O)[O-])NCCN(CC)CC (4-chloro-2-(β-diethylaminoethyl)amino-6-(β-diethylaminoethyl)aminonitrobenzene). Reaction SMILES: Cl[C:2]1[CH:7]=[C:6]([Cl:8])[CH:5]=[C:4](Cl)[C:3]=1[N+:10]([O-:12])=[O:11].[CH2:13]([N:15]([CH2:19][CH3:20])[CH2:16][CH2:17][NH2:18])[CH3:14]>>[Cl:8][C:6]1[CH:5]=[C:4]([NH:18][CH2:17][CH2:16][N:15]([CH2:19][CH3:20])[CH2:13][CH3:14])[C:3]([N+:10]([O-:12])=[O:11])=[C:2]([NH:18][CH2:17][CH2:16][N:15]([CH2:19][CH3:20])[CH2:13][CH3:14])[CH:7]=1. Procedure details: 0.2 mole (45.3 g) of 2,4,6-trichloronitrobenzene is added in small portions to 180 ml of N,N-diethylethylenediamine heated to 60° C., with stirring. Heating is continued for 30 minutes after the addition is complete. The reaction medium is diluted with 180 ml of ice-cold water. The product expected precipitates. It is drained, washed with water and then dried under vacuum at 60° C. in the presence of phosphorous pentoxide. After recrystallizing from 96° ethanol, it melts at 90° C. Starting materials: Oc1ccc(Cc2cc(Br)ccc2Cl)cc1, O=C([O-])[O-], CCO, [Cs+], [Cs+], IC1CCCC1. Yields the product Clc1ccc(Br)cc1Cc1ccc(OC2CCCC2)cc1. RXN SMILES: [Br:1][c:2]1[cH:3][cH:4][c:5]([Cl:16])[c:6]([CH2:7][c:8]2[cH:9][cH:10][c:11]([OH:14])[cH:12][cH:13]2)[cH:15]1.[C:17](=[O:18])([O-:19])[O-:20].[CH3:29][CH2:30][OH:31].[Cs+:21].[Cs+:22].[I:23][CH:24]1[CH2:25][CH2:26][CH2:27][CH2:28]1>>[Br:1][c:2]1[cH:3][cH:4][c:5]([Cl:16])[c:6]([CH2:7][c:8]2[cH:9][cH:10][c:11]([O:14][CH:24]3[CH2:25][CH2:26][CH2:27][CH2:28]3)[cH:12][cH:13]2)[cH:15]1.